Dataset: the Open Reaction Database (ORD), a public repository of structured organic reaction records. Task: describe an organic reaction: reactants, conditions, products, and yield Reported procedure: Was prepared according to Example 3 from N-(5-chloro-pyridin-2-yl)-formamide and 2,6-dichloro-9-methyl-9H-purine. Starting materials: ClC=1C=CC(=NC1)NC=O (N-(5-chloro-pyridin-2-yl)-formamide), ClC1=NC(=C2N=CN(C2=N1)C)Cl (2,6-dichloro-9-methyl-9H-purine). RXN SMILES: [Cl:1][C:2]1[CH:3]=[CH:4][C:5]([NH:8][CH:9]=O)=[N:6][CH:7]=1.[Cl:11][C:12]1[N:20]=[C:19]2[C:15]([N:16]=[CH:17][N:18]2[CH3:21])=C(Cl)[N:13]=1>>[Cl:11][C:12]1[N:20]=[C:19]2[C:15]([N:16]=[CH:17][N:18]2[CH3:21])=[C:9]([NH:8][C:5]2[CH:4]=[CH:3][C:2]([Cl:1])=[CH:7][N:6]=2)[N:13]=1. Yields the product ClC1=NC(=C2N=CN(C2=N1)C)NC1=NC=C(C=C1)Cl ((2-Chloro-9-methyl-9H-purin-6-yl)-(5-chloro-pyridin-2-yl)-amine). The reactants are O=C1CCC(=O)N1Br, CC#N, Clc1ccc2nccn2n1, O=C(O)C(F)(F)F. The product is Clc1ccc2ncc(Br)n2n1. As a reaction SMILES: [Br:11][N:12]1[C:13](=[O:14])[CH2:15][CH2:16][C:17]1=[O:18].[CH3:26][C:27]#[N:28].[Cl:1][c:2]1[cH:3][cH:4][c:5]2[n:6]([n:7]1)[cH:8][cH:9][n:10]2.[OH:19][C:20]([C:21]([F:22])([F:23])[F:24])=[O:25]>>[Cl:1][c:2]1[cH:3][cH:4][c:5]2[n:6]([n:7]1)[c:8]([Br:11])[cH:9][n:10]2.